Dataset: the Open Reaction Database (ORD), a public repository of structured organic reaction records. Task: describe an organic reaction: reactants, conditions, products, and yield The reactants are CN(C)C=O, O=C1CC(=O)C2CCC1C2, O=C=Nc1ccc(Cl)c(C(F)(F)F)c1, Cl, [H-], [Na+], O. Product: O=C(Nc1ccc(Cl)c(C(F)(F)F)c1)C1C(=O)C2CCC(C2)C1=O. As a reaction SMILES: [CH3:28][N:29]([CH3:30])[CH:31]=[O:32].[CH:1]12[C:2](=[O:10])[CH2:3][C:4](=[O:9])[CH:5]([CH2:6][CH2:7]1)[CH2:8]2.[Cl:11][c:12]1[c:13]([C:21]([F:22])([F:23])[F:24])[cH:14][c:15]([N:18]=[C:19]=[O:20])[cH:16][cH:17]1.[ClH:27].[H-:25].[Na+:26].[OH2:33]>>[CH:1]12[C:2](=[O:10])[CH:3]([C:19]([NH:18][c:15]3[cH:14][c:13]([C:21]([F:22])([F:23])[F:24])[c:12]([Cl:11])[cH:17][cH:16]3)=[O:20])[C:4](=[O:9])[CH:5]([CH2:6][CH2:7]1)[CH2:8]2.